From a dataset of the Open Reaction Database (ORD), a public repository of structured organic reaction records. describe an organic reaction: reactants, conditions, products, and yield Starting materials: [H-].[Al+3].[Li+].[H-].[H-].[H-] (lithium aluminum hydride), C(=O)(OC)C(CC1=CC=C(C=C1)CC(C)(C(=O)OC)C)(C)C (1,4-bis(2-carbomethoxy-2-methylpropyl)benzene), [NH4+].[Cl-] (NH4Cl), Cl (HCl). Run in O1CCCC1 (tetrahydrofuran), C(C)(=O)OCC (ethyl acetate). Conditions: time 8 hour. The product is OCC(CC1=CC=C(C=C1)CC(CO)(C)C)(C)C (1,4-bis(3-hydroxy-2,2-dimethylpropyl)benzene). Yield: 40.8%. As a reaction SMILES: [H-].[Al+3].[Li+].[H-].[H-].[H-].[C:7]([C:11]([CH3:28])([CH3:27])[CH2:12][C:13]1[CH:18]=[CH:17][C:16]([CH2:19][C:20]([CH3:26])([C:22](OC)=[O:23])[CH3:21])=[CH:15][CH:14]=1)(OC)=[O:8].[NH4+].[Cl-].Cl>C(OCC)(=O)C.O1CCCC1>[OH:8][CH2:7][C:11]([CH3:28])([CH3:27])[CH2:12][C:13]1[CH:18]=[CH:17][C:16]([CH2:19][C:20]([CH3:26])([CH3:21])[CH2:22][OH:23])=[CH:15][CH:14]=1 |f:0.1.2.3.4.5,7.8|. Procedure details: To 500 ml of dry tetrahydrofuran was added 11.4 g of lithium aluminum hydride and 60 g of 1,4-bis(2-carbomethoxy-2-methylpropyl)benzene. The mixture was stirred overnight at room temperature. To the thick reaction mixture was added 300 ml of ethyl acetate, 30 ml of saturated aqueous NH4Cl and 5 ml of concentrated HCl. The mixture was stirred and filtered. Solvent was evaporated from the filtrate and the residue was recrystallized from benzene to obtain 20 g of 1,4-bis(3-hydroxy-2,2-dimethylpropy... Conditions: time 10 minute. Solvent: O (water), C(C)O (ethanol), ClCCl (dichloromethane). Product: Cl.FC1=CC=C(C=C1)C1=C(N=C(O1)C1CCNCC1)COCC(F)(F)F (4-[5-(4-fluorophenyl)-4-(2,2,2-trifluoroethoxymethyl)-oxazol-2-yl]-piperidine hydrochloride). Reaction SMILES: S(Cl)([Cl:3])=O.CN(C)C=O.[F:10][C:11]1[CH:16]=[CH:15][C:14]([C:17]2[O:21][C:20]([CH:22]3[CH2:27][CH2:26][N:25](CC#N)[CH2:24][CH2:23]3)=[N:19][C:18]=2[CH2:31][OH:32])=[CH:13][CH:12]=1.[OH-].[Na+].CC(C)([O-])C.[K+].C(O)(C)(C)C.[F:46][C:47]([F:51])([F:50])[CH2:48]O.Cl.NN>O.C(O)C.ClCCl>[ClH:3].[F:10][C:11]1[CH:16]=[CH:15][C:14]([C:17]2[O:21][C:20]([CH:22]3[CH2:23][CH2:24][NH:25][CH2:26][CH2:27]3)=[N:19][C:18]=2[CH2:31][O:32][CH2:48][C:47]([F:51])([F:50])[F:46])=[CH:13][CH:12]=1 |f:3.4,5.6,14.15|. Reactants: FC1=CC=C(C=C1)C1=C(N=C(O1)C1CCN(CC1)CC#N)CO ({4-[5-(4-fluorophenyl)-4-hydroxymethyl-oxazol-2-yl]-piperidin-1-yl} acetonitrile), CC(C)([O-])C.[K+] (potassium t-butoxide), C(C)(C)(C)O (t-butanol), FC(CO)(F)F (2,2,2-trifluoroethanol), [OH-].[Na+] (sodium hydroxide), [OH-].[Na+] (sodium hydroxide), Cl (hydrochloric acid), NN (hydrazine), S(=O)(Cl)Cl (thionyl chloride), CN(C=O)C (dimethyl formamide). Procedure details: To a 3-l round bottom flask containing thionyl chloride (21.1 mL, 291 mmole) and dichloromethane (900 mL) is added dimethyl formamide (28 mL, 364 mmole). The solution is stirred for 10 minutes then {4-[5-(4-fluorophenyl)-4-hydroxymethyl-oxazol-2-yl]-piperidin-1-yl} acetonitrile (45.9 g, 145 mmole) is added in one portion. The resulting slurry is stirred for 30 minutes then 2 N aqueous sodium hydroxide (900 mL) is added. The organic layer is separated, washed with saturated aqueous sodium chlorid... The yield is 82.8%. The reactants are CO, O=C1N(C2CCC(O)CC2)CCC12CCCN(c1ccc([N+](=O)[O-])cc1)C2. Yields the product Nc1ccc(N2CCCC3(CCN(C4CCC(O)CC4)C3=O)C2)cc1. Reaction SMILES: [CH3:28][OH:29].[OH:1][CH:2]1[CH2:3][CH2:4][CH:5]([N:8]2[C:9](=[O:27])[C:10]3([CH2:11][CH2:12]2)[CH2:13][N:14]([c:18]2[cH:19][cH:20][c:21]([N+:24]([O-:25])=[O:26])[cH:22][cH:23]2)[CH2:15][CH2:16][CH2:17]3)[CH2:6][CH2:7]1>>[OH:1][CH:2]1[CH2:3][CH2:4][CH:5]([N:8]2[C:9](=[O:27])[C:10]3([CH2:11][CH2:12]2)[CH2:13][N:14]([c:18]2[cH:19][cH:20][c:21]([NH2:24])[cH:22][cH:23]2)[CH2:15][CH2:16][CH2:17]3)[CH2:6][CH2:7]1. Starting materials: O=Cc1cc(Br)c(O)c(Br)c1, Cc1nc(-c2ccc3c(c2)CC(=O)N3)cs1, CC(=O)O, Cl, Cl. Yields the product Cc1nc(-c2ccc3c(c2)C(=Cc2cc(Br)c(O)c(Br)c2)C(=O)N3)cs1. RXN SMILES: [Br:18][c:19]1[cH:20][c:21]([CH:22]=[O:23])[cH:24][c:25]([Br:28])[c:26]1[OH:27].[CH3:2][c:3]1[s:4][cH:5][c:6](-[c:8]2[cH:9][c:10]3[c:14]([cH:15][cH:16]2)[NH:13][C:12](=[O:17])[CH2:11]3)[n:7]1.[CH3:30][C:31](=[O:32])[OH:33].[ClH:1].[ClH:29]>>[CH3:2][c:3]1[s:4][cH:5][c:6](-[c:8]2[cH:9][c:10]3[c:14]([cH:15][cH:16]2)[NH:13][C:12](=[O:17])[C:11]3=[CH:22][c:21]2[cH:20][c:19]([Br:18])[c:26]([OH:27])[c:25]([Br:28])[cH:24]2)[n:7]1. As a reaction SMILES: [Cl:1][c:2]1[c:3]([OH:12])[c:4]([C:9]([CH3:10])=[O:11])[cH:5][cH:6][c:7]1[OH:8].[O:56]1[CH2:57][CH2:58][CH2:59][CH2:60]1.[OH:13][CH2:14][c:15]1[cH:16][cH:17][c:18]([CH:21]([c:22]2[cH:23][c:24]([C:25]#[N:26])[cH:27][cH:28][cH:29]2)[O:30][CH:31]2[O:32][CH2:33][CH2:34][CH2:35][CH2:36]2)[cH:19][cH:20]1.[c:37]1([P:38]([c:39]2[cH:40][cH:41][cH:42][cH:43][cH:44]2)[c:45]2[cH:46][cH:47][cH:48][cH:49][cH:50]2)[cH:51][cH:52][cH:53][cH:54][cH:55]1>>[Cl:1][c:2]1[c:3]([OH:12])[c:4]([C:9]([CH3:10])=[O:11])[cH:5][cH:6][c:7]1[O:8][CH2:14][c:15]1[cH:16][cH:17][c:18]([CH:21]([c:22]2[cH:23][c:24]([C:25]#[N:26])[cH:27][cH:28][cH:29]2)[O:30][CH:31]2[O:32][CH2:33][CH2:34][CH2:35][CH2:36]2)[cH:19][cH:20]1. Reactants: CC(=O)c1ccc(O)c(Cl)c1O, C1CCOC1, N#Cc1cccc(C(OC2CCCCO2)c2ccc(CO)cc2)c1, c1ccc(P(c2ccccc2)c2ccccc2)cc1. Yields the product CC(=O)c1ccc(OCc2ccc(C(OC3CCCCO3)c3cccc(C#N)c3)cc2)c(Cl)c1O.